From a dataset of the Open Reaction Database (ORD), a public repository of structured organic reaction records. describe an organic reaction: reactants, conditions, products, and yield The reactants are Cl.C(C)(C)(C)N(N)C1C(CCCC1)O (N-tert.-butyl-N-(2-hydroxycyclohexyl)-hydrazine hydrochloride), [C-]#N.[Na+] (sodium cyanide), N(=O)[O-].[Na+] (sodium nitrite), Cl (hydrochloric acid), C=O (formalin). Run in O (water), O (water). Conditions: time 1 hour. Product: Cl.OC1C(CCCC1)N[N+]=1[N-]OC(C1)=N (3-(2-Hydroxycyclohexyl-amino)-sydnonimine hydrochloride). RXN SMILES: [ClH:1].C([N:6]([CH:8]1[CH2:13][CH2:12][CH2:11][CH2:10][CH:9]1[OH:14])[NH2:7])(C)(C)C.[C-:15]#[N:16].[Na+].[CH2:18]=O.Cl.[N:21]([O-:23])=O.[Na+]>O>[ClH:1].[OH:14][CH:9]1[CH2:10][CH2:11][CH2:12][CH2:13][CH:8]1[NH:6][N+:7]1[N-:21][O:23][C:15](=[NH:16])[CH:18]=1 |f:0.1,2.3,6.7,9.10|. Reported procedure: A mixture of 13.35 g of N-tert.-butyl-N-(2-hydroxycyclohexyl)-hydrazine hydrochloride, 3.1 g of sodium cyanide and 50 ml of water is stirred in an ice bath and a 39% strength formalin solution (5.7 g) is added dropwise. The pH of the mixture is brought to 7 to 7.5 and the mixture is stirred at room temperature for 3 hours. The pH is then brought to 1 with concentrated hydrochloric acid and a solution of 6 g of sodium nitrite in 25 ml of water is added dropwise. After one hour, the nitroso compou... The reactants are Cl.N1=CNC2=C1CCC(C2)C(=O)N2CCCC2 (N-[(4,5,6,7-tetrahydrobenzimidazol-5-yl)carbonyl]pyrrolidine hydrochloride), ClC(C)Cl (dichloroethane), N1C=CC2=CC=CC=C12 (indole), P(=O)(Cl)(Cl)Cl (phosphorus oxychloride). Solvent: C([O-])([O-])=O.[K+].[K+] (potassium carbonate). Conditions: time 7 hour. The product is N1C=C(C2=CC=CC=C12)C(=O)C1CC2=C(N=CN2)CC1 (5-[(indol-3-yl)carbonyl]-4,5,6,7-tetrahydrobenzimidazole). The yield is 43.9%. Reaction SMILES: Cl.[N:2]1[C:6]2[CH2:7][CH2:8][CH:9]([C:11](N3CCCC3)=[O:12])[CH2:10][C:5]=2[NH:4][CH:3]=1.ClC(Cl)C.[NH:22]1[C:30]2[C:25](=[CH:26][CH:27]=[CH:28][CH:29]=2)[CH:24]=[CH:23]1.P(Cl)(Cl)(Cl)=O>C(=O)([O-])[O-].[K+].[K+]>[NH:22]1[C:30]2[C:25](=[CH:26][CH:27]=[CH:28][CH:29]=2)[C:24]([C:11]([CH:9]2[CH2:8][CH2:7][C:6]3[N:2]=[CH:3][NH:4][C:5]=3[CH2:10]2)=[O:12])=[CH:23]1 |f:0.1,5.6.7|. Reported procedure: 4 g of N-[(4,5,6,7-tetrahydrobenzimidazol-5-yl)carbonyl]pyrrolidine hydrochloride obtained in Example 5 were added to 40 ml of dichloroethane, and 2.74 g of indole and 4.4 ml of phosphorus oxychloride were added thereto. The mixture was stirred at 80° to 85° C. for 7 hours and then at room temperature overnight. To the mixture was added 40 ml of a cold potassium carbonate aqueous solution, followed by extraction with chloroform. The extract was dried over anhydrous magnesium sulfate, and the sol... The reactants are C1CCOC1, Nc1ccc(C(=O)O)cc1, O=C1Nc2cc(C(=O)c3cccc(NC(=O)c4cccs4)c3)ccc2C1=CO. Yields the product O=C1Nc2cc(C(=O)c3cccc(NC(=O)c4cccs4)c3)ccc2C1=CNc1ccc(C(=O)O)cc1. RXN SMILES: [CH2:39]1[O:40][CH2:41][CH2:42][CH2:43]1.[NH2:29][c:30]1[cH:31][cH:32][c:33]([C:34](=[O:35])[OH:36])[cH:37][cH:38]1.[OH:1][CH:2]=[C:3]1[C:4](=[O:28])[NH:5][c:6]2[cH:7][c:8]([C:12](=[O:13])[c:14]3[cH:15][c:16]([NH:20][C:21](=[O:22])[c:23]4[s:24][cH:25][cH:26][cH:27]4)[cH:17][cH:18][cH:19]3)[cH:9][cH:10][c:11]21>>[CH:2](=[C:3]1[C:4](=[O:28])[NH:5][c:6]2[cH:7][c:8]([C:12](=[O:13])[c:14]3[cH:15][c:16]([NH:20][C:21](=[O:22])[c:23]4[s:24][cH:25][cH:26][cH:27]4)[cH:17][cH:18][cH:19]3)[cH:9][cH:10][c:11]21)[NH:29][c:30]1[cH:31][cH:32][c:33]([C:34](=[O:35])[OH:36])[cH:37][cH:38]1. Reactants: C(C)(C)(C)OC(=O)N1C2C(C(C1)OCC1=CC=C(C=C1)F)N(CC2)C(C(C(C)(C)C)NC(=O)OCC2=CC=CC=C2)=O (4-(2-Benzyloxycarbonylamino-3,3-dimethyl-butyryl)-3-(4-fluoro-benzyloxy)-hexahydro-pyrrolo[3,2-b]pyrrole-1-carboxylic acid tert-butyl ester), NH4OAc, Pd on-carbon. The solvent is CO (MeOH). Reaction conditions: time 3 hour. Product: C(C)(C)(C)OC(=O)N1C2C(C(C1)OCC1=CC=C(C=C1)F)N(CC2)C(C(C(C)(C)C)N)=O (4-(2-Amino-3,3-dimethyl-butyryl)-3-(4-fluoro-benzyloxy)-hexahydro-pyrrolo[3,2-b]pyrrole-1-carboxylic acid tert-butyl ester). The yield is 104.6%. As a reaction SMILES: [C:1]([O:5][C:6]([N:8]1[CH2:12][CH:11]([O:13][CH2:14][C:15]2[CH:20]=[CH:19][C:18]([F:21])=[CH:17][CH:16]=2)[CH:10]2[N:22]([C:25](=[O:42])[CH:26]([NH:31]C(OCC3C=CC=CC=3)=O)[C:27]([CH3:30])([CH3:29])[CH3:28])[CH2:23][CH2:24][CH:9]12)=[O:7])([CH3:4])([CH3:3])[CH3:2]>CO>[C:1]([O:5][C:6]([N:8]1[CH2:12][CH:11]([O:13][CH2:14][C:15]2[CH:20]=[CH:19][C:18]([F:21])=[CH:17][CH:16]=2)[CH:10]2[N:22]([C:25](=[O:42])[CH:26]([NH2:31])[C:27]([CH3:30])([CH3:29])[CH3:28])[CH2:23][CH2:24][CH:9]12)=[O:7])([CH3:4])([CH3:2])[CH3:3]. Procedure: A solution containing 46 (4.10 g, 7.02 mmol) and NH4OAc (275 mg, 3.50 mmol) in MeOH (70 mL) was treated with 10% Pd-on-carbon (wet, 745 mg, 0.70 mmol) and the stirred mixture was purged with hydrogen. After 3 h stirring under a balloon of hydrogen, TLC analysis (1:1 hexanes/EtOAc) indicated the reaction was complete. The catalyst was removed by filtration and the solvent was concentrated in vacuo. The residue was dissolved in Et2O and washed successively with saturated aqueous NaHCO3 and brine, ... The reactants are [N+](=O)([O-])C1=CC=C(C=C1)S(=O)(=O)N=C=O (4-nitrobenzenesulfonylisocyanate), NC1=C(C(=O)O)C=CC(=C1)Cl (2-amino-4-chlorobenzoic acid). Yields the product ClC1=CC=C2C(N(C(NC2=C1)=O)S(=O)(=O)C1=CC=C(C=C1)[N+](=O)[O-])=O (7-chloro-3-(4-nitrobenzenesulfonyl)-2,4(1H,3H)-quinazolinedione). Isolated yield 32.3%. Reaction SMILES: [N+:1]([C:4]1[CH:9]=[CH:8][C:7]([S:10]([N:13]=[C:14]=[O:15])(=[O:12])=[O:11])=[CH:6][CH:5]=1)([O-:3])=[O:2].[NH2:16][C:17]1[CH:25]=[C:24]([Cl:26])[CH:23]=[CH:22][C:18]=1[C:19]([OH:21])=O>>[Cl:26][C:24]1[CH:25]=[C:17]2[C:18]([C:19](=[O:21])[N:13]([S:10]([C:7]3[CH:6]=[CH:5][C:4]([N+:1]([O-:3])=[O:2])=[CH:9][CH:8]=3)(=[O:11])=[O:12])[C:14](=[O:15])[NH:16]2)=[CH:22][CH:23]=1. Procedure details: 1.13 g (4.95 mmol) of 4-nitrobenzenesulfonylisocyanate and 849 mg (4.95 mmol) of 2-amino-4-chlorobenzoic acid were treated in the same way as in Example 1 to obtain 610 mg of the above-identified compound (yield 32.3%). Properties: colorless crystal, Melting point: >250° C., PMR (δppm, DMSO-d6): 7.13 (1H,s), 7.24 (1H,d), 7.87 (1H,d), 8.42 (2H,d), 8.48 (2H,d), 11.93 (1H,br). The reactants are CN1C2CCC1CC(O)(c1ccc(Cl)cc1)C2, O=C(O)C(F)(F)F. The product is CN1C2C=C(c3ccc(Cl)cc3)CC1CC2. As a reaction SMILES: [Cl:1][c:2]1[cH:3][cH:4][c:5]([C:8]2([OH:17])[CH2:9][CH:10]3[CH2:11][CH2:12][CH:13]([CH2:14]2)[N:15]3[CH3:16])[cH:6][cH:7]1.[OH:18][C:19]([C:20]([F:21])([F:22])[F:23])=[O:24]>>[Cl:1][c:2]1[cH:3][cH:4][c:5]([C:8]2=[CH:14][CH:13]3[CH2:12][CH2:11][CH:10]([CH2:9]2)[N:15]3[CH3:16])[cH:6][cH:7]1. Starting materials: Oc1cc(O)cc(Br)c1, CCI, [LiH]. The product is CCOc1cc(O)cc(Br)c1. Reaction SMILES: [Br:1][c:2]1[cH:3][c:4]([OH:9])[cH:5][c:6]([OH:8])[cH:7]1.[I:10][CH2:11][CH3:12].[LiH:13]>>[Br:1][c:2]1[cH:3][c:4]([O:9][CH2:11][CH3:12])[cH:5][c:6]([OH:8])[cH:7]1.